From a dataset of the Open Reaction Database (ORD), a public repository of structured organic reaction records. describe an organic reaction: reactants, conditions, products, and yield Starting materials: COC1=CC2=C(C=C1)C1=C(CNCC1)C(O2)=O (1,2,3,4-tetrahydro-8-methoxy-5H-[1]benzopyrano[3,4-c]pyridin-5-one), ClCC(C)=O (1-chloro-2-propanone). Yields the product COC1=CC2=C(C=C1)C1=C(CN(CC1)CC(C)=O)C(O2)=O (1,2,3,4-Tetrahydro-8-methoxy-3-(2-oxopropyl)-5H-[1]benzopyrano-[3,4-c]pyridin-5-one). Yield: 55.0%. Reaction SMILES: [CH3:1][O:2][C:3]1[CH:8]=[CH:7][C:6]2[C:9]3[CH2:14][CH2:13][NH:12][CH2:11][C:10]=3[C:15](=[O:17])[O:16][C:5]=2[CH:4]=1.Cl[CH2:19][C:20](=[O:22])[CH3:21]>>[CH3:1][O:2][C:3]1[CH:8]=[CH:7][C:6]2[C:9]3[CH2:14][CH2:13][N:12]([CH2:19][C:20](=[O:22])[CH3:21])[CH2:11][C:10]=3[C:15](=[O:17])[O:16][C:5]=2[CH:4]=1. Procedure details: Prepared by the method described for Example 26 from 1,2,3,4-tetrahydro-8-methoxy-5H-[1]benzopyrano[3,4-c]pyridin-5-one (3.46 g, 0.015 moles) and 1-chloro-2-propanone (2.0 g, 0.022 moles). Recrystallization from methanol gave the product (2.37 g), mp 123°-125° C.